Dataset: the Open Reaction Database (ORD), a public repository of structured organic reaction records. Task: describe an organic reaction: reactants, conditions, products, and yield Reactants: C(C)(C)(C)OC(=O)N(CCN(C(CN1C(=C(C2=CC=C(C=C12)C(=O)O)C1CCCCC1)C1=CC=CC=C1)=O)C)C (1-{2-[{2-[(tert-butoxycarbonyl)(methyl)amino]ethyl}(methyl)amino]-2-oxoethyl}-3-cyclohexyl-2-phenyl-1H-indole-6-carboxylic acid), C(C1=CC=CC=C1)NS(=O)(=O)CCCCl (N-benzyl-3-chloropropane-1-sulfonamide), CCN=C=NCCCN(C)C.Cl (EDAC.HCl), C(C1=CC=CC=C1)NS(=O)(=O)CCCCl (N-benzyl-3-chloropropane-1-sulfonamide), CCN=C=NCCCN(C)C.Cl (EDAC.HCl). Reagents/catalysts: CN(C)C=1C=CN=CC1 (DMAP), CN(C)C=1C=CN=CC1 (DMAP). Run in C(Cl)Cl (DCM), C(Cl)Cl (DCM). Conditions: temperature 40 celsius, time 8 hour. Product: C(C1=CC=CC=C1)N(C(=O)C1=CC=C2C(=C(N(C2=C1)CC(=O)N(CCN(C(OC(C)(C)C)=O)C)C)C1=CC=CC=C1)C1CCCCC1)S(=O)(=O)CCCCl (tert-butyl {2-[{[6-({benzyl[(3-chloropropyl)sulfonyl]amino}carbonyl)-3-cyclohexyl-2-phenyl-1H-indol-1-yl]acetyl}(methyl)amino]ethyl}methylcarbamate). As a reaction SMILES: [C:1]([O:5][C:6]([N:8]([CH3:40])[CH2:9][CH2:10][N:11]([CH3:39])[C:12](=[O:38])[CH2:13][N:14]1[C:22]2[C:17](=[CH:18][CH:19]=[C:20]([C:23](O)=[O:24])[CH:21]=2)[C:16]([CH:26]2[CH2:31][CH2:30][CH2:29][CH2:28][CH2:27]2)=[C:15]1[C:32]1[CH:37]=[CH:36][CH:35]=[CH:34][CH:33]=1)=[O:7])([CH3:4])([CH3:3])[CH3:2].[CH2:41]([NH:48][S:49]([CH2:52][CH2:53][CH2:54][Cl:55])(=[O:51])=[O:50])[C:42]1[CH:47]=[CH:46][CH:45]=[CH:44][CH:43]=1.CCN=C=NCCCN(C)C.Cl>C(Cl)Cl.CN(C1C=CN=CC=1)C>[CH2:41]([N:48]([S:49]([CH2:52][CH2:53][CH2:54][Cl:55])(=[O:51])=[O:50])[C:23]([C:20]1[CH:21]=[C:22]2[C:17]([C:16]([CH:26]3[CH2:31][CH2:30][CH2:29][CH2:28][CH2:27]3)=[C:15]([C:32]3[CH:37]=[CH:36][CH:35]=[CH:34][CH:33]=3)[N:14]2[CH2:13][C:12]([N:11]([CH3:39])[CH2:10][CH2:9][N:8]([CH3:40])[C:6](=[O:7])[O:5][C:1]([CH3:2])([CH3:3])[CH3:4])=[O:38])=[CH:18][CH:19]=1)=[O:24])[C:42]1[CH:43]=[CH:44][CH:45]=[CH:46][CH:47]=1 |f:2.3|. Procedure details: A solution of the crude 1-{2-[{2-[(tert-butoxycarbonyl)(methyl)amino]ethyl}(methyl)amino]-2-oxoethyl}-3-cyclohexyl-2-phenyl-1H-indole-6-carboxylic acid in DCM (0.04 M) was treated with DMAP (2.5 eq), N-benzyl-3-chloropropane-1-sulfonamide (1.5 eq) and EDAC.HCl (1.5 eq). The reaction was left stirring at 40° C. overnight. Further DMAP (2.5 eq), N-benzyl-3-chloropropane-1-sulfonamide (1.5 eq) and EDAC.HCl (1.5 eq) were added and the reaction left to stir at 40° C. for another night. The mixture wa... The reactants are tertiary amide, CNC(C)=O (N-methyl acetamide), C(C)(=O)N (acetamide), C(C)O (ethanol). Conditions: temperature 275 celsius. The product is CN(C(C)=O)C(C)OCC (N-(methyl)-N-(1-ethoxyethyl)acetamide). RXN SMILES: [CH3:1][NH:2][C:3](=[O:5])[CH3:4].[C:6](N)(=[O:8])[CH3:7].[CH2:10](O)[CH3:11]>>[CH3:1][N:2]([CH:6]([O:8][CH2:10][CH3:11])[CH3:7])[C:3](=[O:5])[CH3:4]. Procedure: The general cracking process in the present invention was carried out to attempt to crack a tertiary amide. N-(methyl)-N-(1-ethoxyethyl)acetamide (NEEA) was prepared, analyzed by NMR, and its purity estimated to be 42%. The other primary component was N-methyl acetamide. An ethanolic solution containing MEEA was prepared by mixing 25.01 g of the MEEA acetamide and 45.0 g ethanol. The solution was deoxygenated by purging the headspace of a glass bottle with N2, shaking the capped bottle well and ... Starting materials: [Na] (Sodium), C[C@@H](CC(=O)N1C(OC[C@H]1C1=CC=CC=C1)=O)CCC ((R)-3-((R)-3-methyl-hexanoyl)-4-phenyl-oxazolidin-2-one), CI (Methyl Iodide). Run in C1CCOC1 (THF), C1CCOC1 (THF). Run at temperature -78 celsius, time 30 minute. Yields the product C[C@@H](C(=O)N1C(OC[C@H]1C1=CC=CC=C1)=O)[C@@H](CCC)C ((R)-3-((2R,3R)-2,3-Dimethyl-hexanoyl)-4-phenyl-oxazolidin-2-one). Yield: 56.5%. Reaction SMILES: [Na].[CH3:2][C@H:3]([CH2:19][CH2:20][CH3:21])[CH2:4][C:5]([N:7]1[C@H:11]([C:12]2[CH:17]=[CH:16][CH:15]=[CH:14][CH:13]=2)[CH2:10][O:9][C:8]1=[O:18])=[O:6].[CH3:22]I>C1COCC1>[CH3:22][C@H:4]([C@H:3]([CH3:2])[CH2:19][CH2:20][CH3:21])[C:5]([N:7]1[C@H:11]([C:12]2[CH:17]=[CH:16][CH:15]=[CH:14][CH:13]=2)[CH2:10][O:9][C:8]1=[O:18])=[O:6] |^1:0|. Reported procedure: To a 1M THF solution of Sodium hexamethyldisylamide (16.2 g, 88.3 mmol) at −78° C. was added via canular a 0° C. solution of (R)-3-((R)-3-methyl-hexanoyl)-4-phenyl-oxazolidin-2-one (18.7 g, 67.9 mmol) in 70 mL dry THF. The resulting solution was stirred at −78° C. for 30 minutes. Methyl Iodide (48.2 g, 339.5 mmol) was added and stirring at −78° C. was continued for 4 hours. The reaction was quenched with saturated ammonium chloride solution, extracted into CH2Cl2 and washed with 1M sodium Bisulf... The reactants are BrBr (bromine), [Br-].OC1=C(C=C(C=C1)OC)C[P+](C1=CC=CC=C1)(C1=CC=CC=C1)C1=CC=CC=C1 ([(2-hydroxy-5-methoxy-phenyl)methyl]-triphenyl-phosphonium bromide). Run in CO (methanol). Run at time 2 hour. Yields the product [Br-].BrC=1C(=C(C=C(C1)OC)C[P+](C1=CC=CC=C1)(C1=CC=CC=C1)C1=CC=CC=C1)O ([(3-Bromo-2-hydroxy-5-methoxy-phenyl)-methyl]-triphenyl-phosphonium bromide). The yield is 76.0%. As a reaction SMILES: [Br:1]Br.[Br-:3].[OH:4][C:5]1[CH:10]=[CH:9][C:8]([O:11][CH3:12])=[CH:7][C:6]=1[CH2:13][P+:14]([C:27]1[CH:32]=[CH:31][CH:30]=[CH:29][CH:28]=1)([C:21]1[CH:26]=[CH:25][CH:24]=[CH:23][CH:22]=1)[C:15]1[CH:20]=[CH:19][CH:18]=[CH:17][CH:16]=1>CO>[Br-:1].[Br:3][C:10]1[C:5]([OH:4])=[C:6]([CH2:13][P+:14]([C:27]2[CH:32]=[CH:31][CH:30]=[CH:29][CH:28]=2)([C:21]2[CH:22]=[CH:23][CH:24]=[CH:25][CH:26]=2)[C:15]2[CH:20]=[CH:19][CH:18]=[CH:17][CH:16]=2)[CH:7]=[C:8]([O:11][CH3:12])[CH:9]=1 |f:1.2,4.5|. Reported procedure: In the course of 1.5 hours, at 5°, 16 g of bromine are added dropwise to a solution of 50 g of [(2-hydroxy-5-methoxy-phenyl)methyl]-triphenyl-phosphonium bromide in 11 of methanol. The solution is then concentrated in vacuo at 20° to 130 ml, 250 ml of ethyl acetate are added thereto in the course of 2 hours, the resulting yellow suspension is stirred for 2 hours at 0°, and the slightly yellow crystals are filtered off with suction and recrystallised from methanol. [(3-Bromo-2-hydroxy-5-methoxy-p... Product: Brc1csc2c(CSc3nc4ccccc4[nH]3)nccc12. Reaction SMILES: [Br:1][c:2]1[cH:3][s:4][c:5]2[c:6]([CH2:11][Br:12])[n:7][cH:8][cH:9][c:10]12.[K+:23].[K+:24].[O-:25][C:26]([O-:27])=[O:28].[O:29]=[CH:30][N:31]([CH3:32])[CH3:33].[OH2:34].[SH:13][c:14]1[nH:15][c:16]2[c:17]([n:18]1)[cH:19][cH:20][cH:21][cH:22]2>>[Br:1][c:2]1[cH:3][s:4][c:5]2[c:6]([CH2:11][S:13][c:14]3[nH:15][c:16]4[c:17]([n:18]3)[cH:19][cH:20][cH:21][cH:22]4)[n:7][cH:8][cH:9][c:10]12. Starting materials: BrCc1nccc2c(Br)csc12, [K+], [K+], O=C([O-])[O-], CN(C)C=O, O, Sc1nc2ccccc2[nH]1. The reactants are [BH3-]C#N, C1CCOC1, CC(C)(NC1=CC(c2cccc(OC(F)(F)F)c2)N(c2ccc(C(F)(F)F)cc2)C1=O)c1ccnc(C(F)(F)F)n1, CC(=O)O, [Na+]. Product: CC(C)(NC1CC(c2cccc(OC(F)(F)F)c2)N(c2ccc(C(F)(F)F)cc2)C1=O)c1ccnc(C(F)(F)F)n1. Reaction SMILES: [C:42]([BH3-:43])#[N:44].[CH2:50]1[O:51][CH2:52][CH2:53][CH2:54]1.[CH3:1][C:2]([CH3:3])([c:4]1[n:5][c:6]([C:10]([F:11])([F:12])[F:13])[n:7][cH:8][cH:9]1)[NH:14][C:15]1=[CH:19][CH:18]([c:20]2[cH:21][c:22]([O:26][C:27]([F:28])([F:29])[F:30])[cH:23][cH:24][cH:25]2)[N:17]([c:31]2[cH:32][cH:33][c:34]([C:37]([F:38])([F:39])[F:40])[cH:35][cH:36]2)[C:16]1=[O:41].[CH3:46][C:47](=[O:48])[OH:49].[Na+:45]>>[CH3:1][C:2]([CH3:3])([c:4]1[n:5][c:6]([C:10]([F:11])([F:12])[F:13])[n:7][cH:8][cH:9]1)[NH:14][CH:15]1[C:16](=[O:41])[N:17]([c:31]2[cH:32][cH:33][c:34]([C:37]([F:38])([F:39])[F:40])[cH:35][cH:36]2)[CH:18]([c:20]2[cH:21][c:22]([O:26][C:27]([F:28])([F:29])[F:30])[cH:23][cH:24][cH:25]2)[CH2:19]1. Reactants: CC1=C(C(=O)OC)C=CC(=C1)O[Si](C)(C)C (methyl 2-methyl-4-trimethylsilyloxybenzoate), [Li+].[OH-] (LiOH), ice, Cl (HCl). Run in CO (methanol), O (water), ethyl acetate hexanes. Yields the product CC1=C(C(=O)O)C=CC(=C1)O (2-methyl-4-hydroxybenzoic acid). Yield: 31.6%. RXN SMILES: [CH3:1][C:2]1[CH:11]=[C:10]([O:12][Si](C)(C)C)[CH:9]=[CH:8][C:3]=1[C:4]([O:6]C)=[O:5].[Li+].[OH-].Cl>CO.O>[CH3:1][C:2]1[CH:11]=[C:10]([OH:12])[CH:9]=[CH:8][C:3]=1[C:4]([OH:6])=[O:5] |f:1.2|. Procedure: A 100 mL round bottom flask equipped with magnetic stir bar was charged with 5.7 g methyl 2-methyl-4-trimethylsilyloxybenzoate and 2.0 g LiOH in 40 mL methanol and 10 mL water. After 2 hours at reflux the reaction was poured into 10 mL concentrated HCl and then 100 g ice. Extraction with ethyl acetate followed by concentration in vacuo gave a crude solid (70:30) product:starting material. Flash Chromatography using 50-50 ethyl acetate/hexanes as an eluent gave 1.15 g 2-methyl-4-hydroxybenzoic ac...